This data is from the Open Reaction Database (ORD), a public repository of structured organic reaction records. The task is: describe an organic reaction: reactants, conditions, products, and yield Starting materials: Cl (hydrochloric acid), C(C)OC1=NN(C=C1CCC(=O)OCC)CC1=CC(=NO1)OCC1=NC2=CC=CC=C2C=C1 (ethyl 3-[3-ethoxy-1-[3-(2-quinolylmethoxy)-5-isoxazolylmethyl]-1H-pyrazol-4-yl]propionate), [OH-].[Na+] (sodium hydroxide), O1CCCC1 (tetrahydrofuran). Solvent: C(C)O (ethanol). Reaction conditions: time 3 hour. Product: C(C)OC1=NN(C=C1CCC(=O)O)CC1=CC(=NO1)OCC1=NC2=CC=CC=C2C=C1 (3-[3-ethoxy-1-[3-(2-quinolylmethoxy)-5-isoxazolylmethyl]-1H-pyrazol-4-yl]propionic acid). Isolated yield 89.9%. RXN SMILES: [CH2:1]([O:3][C:4]1[C:8]([CH2:9][CH2:10][C:11]([O:13]CC)=[O:12])=[CH:7][N:6]([CH2:16][C:17]2[O:21][N:20]=[C:19]([O:22][CH2:23][C:24]3[CH:33]=[CH:32][C:31]4[C:26](=[CH:27][CH:28]=[CH:29][CH:30]=4)[N:25]=3)[CH:18]=2)[N:5]=1)[CH3:2].[OH-].[Na+].O1CCCC1.Cl>C(O)C>[CH2:1]([O:3][C:4]1[C:8]([CH2:9][CH2:10][C:11]([OH:13])=[O:12])=[CH:7][N:6]([CH2:16][C:17]2[O:21][N:20]=[C:19]([O:22][CH2:23][C:24]3[CH:33]=[CH:32][C:31]4[C:26](=[CH:27][CH:28]=[CH:29][CH:30]=4)[N:25]=3)[CH:18]=2)[N:5]=1)[CH3:2] |f:1.2|. Reported procedure: After a mixture of ethyl 3-[3-ethoxy-1-[3-(2-quinolylmethoxy)-5-isoxazolylmethyl]-1H-pyrazol-4-yl]propionate (721 mg), 1N aqueous sodium hydroxide solution (3 ml), tetrahydrofuran (6 ml) and ethanol (6 ml) was stirred at room temperature for 3 hours, 1 N hydrochloric acid (3 ml) was added to the mixture, and then the mixture was extracted with ethyl acetate. The ethyl acetate layer was washed with a saturated aqueous sodium chloride solution, dried (MgSO4) and concentrated. The resulting colorle... Reactants: [Br-], CC(=O)c1cccc(C#N)c1, C1CCOC1, C[P+](c1ccccc1)(c1ccccc1)c1ccccc1, [Li]CCCC. Product: C=C(C)c1cccc(C#N)c1. Reaction SMILES: [Br-:17].[C:6]([CH3:7])(=[O:8])[c:9]1[cH:10][c:11]([C:12]#[N:13])[cH:14][cH:15][cH:16]1.[CH2:38]1[O:39][CH2:40][CH2:41][CH2:42]1.[CH3:18][P+:19]([c:20]1[cH:21][cH:22][cH:23][cH:24][cH:25]1)([c:26]1[cH:27][cH:28][cH:29][cH:30][cH:31]1)[c:32]1[cH:33][cH:34][cH:35][cH:36][cH:37]1.[CH3:1][CH2:2][CH2:3][CH2:4][Li:5]>>[CH3:1][C:6](=[CH2:7])[c:9]1[cH:10][c:11]([C:12]#[N:13])[cH:14][cH:15][cH:16]1. The reactants are O=C1C2=C(NC(=C1)C(=O)OC)C(OC1=C2C=CC=C1)=O (1,5-dihydro-1,5-dioxo-4H-1-benzopyrano[3,4-b]pyridine-3-carboxylic acid, methyl ester). Solvent: Cl (hydrochloric acid). Conditions: time 16 hour. Product: O=C1C2=C(NC(=C1)C(=O)O)C(OC1=C2C=CC=C1)=O (1,5-Dihydro-1,5-dioxo-4H-1-benzopyrano[3,4-b]pyridine-3-carboxylic acid). Yield: 65.2%. As a reaction SMILES: [O:1]=[C:2]1[CH:7]=[C:6]([C:8]([O:10]C)=[O:9])[NH:5][C:4]2[C:12](=[O:20])[O:13][C:14]3[CH:19]=[CH:18][CH:17]=[CH:16][C:15]=3[C:3]1=2>Cl>[O:1]=[C:2]1[CH:7]=[C:6]([C:8]([OH:10])=[O:9])[NH:5][C:4]2[C:12](=[O:20])[O:13][C:14]3[CH:19]=[CH:18][CH:17]=[CH:16][C:15]=3[C:3]1=2. Reported procedure: A suspension of 1,5-dihydro-1,5-dioxo-4H-1-benzopyrano[3,4-b]pyridine-3-carboxylic acid, methyl ester (10.0 g, 0.037 mole) in 5N hydrochloric acid (170 ml) is stirred at 100 for 16 hours under nitrogen. The reaction mixture is cooled. The product is filtered off, washed with water, with acetone and sucked dry. Recrystallization from dimethyl formamide-methanol gives white crystals (6.2 g, 65%), mp 265-268 (dec). Starting materials: BrC=1C(N(C2=CC=CC=C2C1OCC1=C(C=C(C=C1)F)F)CC1=CC=C(C(=O)OC)C=C1)=O (methyl 4-{[3-bromo-4-[(2,4-difluorobenzyl)oxy]-2-oxoquinolin-1(2H)-yl]methyl}benzoate). The reagents and catalysts are [Pd] (Pd on carbon), CC(=O)[O-].CC(=O)[O-].[Pd+2] (Pd(OAc)2). The solvent is CO (MeOH). Reaction conditions: time 12 hour. The product is FC1=C(COC2=CC(N(C3=CC=CC=C23)CC2=CC=C(C(=O)OC)C=C2)=O)C=CC(=C1)F (Methyl 4-{[4-[(2,4-difluorobenzyl)oxy]-2-oxoquinolin-1(2H)-yl]methyl}benzoate). Isolated yield 51.3%. As a reaction SMILES: Br[C:2]1[C:3](=[O:33])[N:4]([CH2:22][C:23]2[CH:32]=[CH:31][C:26]([C:27]([O:29][CH3:30])=[O:28])=[CH:25][CH:24]=2)[C:5]2[C:10]([C:11]=1[O:12][CH2:13][C:14]1[CH:19]=[CH:18][C:17]([F:20])=[CH:16][C:15]=1[F:21])=[CH:9][CH:8]=[CH:7][CH:6]=2>CO.[Pd].CC([O-])=O.CC([O-])=O.[Pd+2]>[F:21][C:15]1[CH:16]=[C:17]([F:20])[CH:18]=[CH:19][C:14]=1[CH2:13][O:12][C:11]1[C:10]2[C:5](=[CH:6][CH:7]=[CH:8][CH:9]=2)[N:4]([CH2:22][C:23]2[CH:32]=[CH:31][C:26]([C:27]([O:29][CH3:30])=[O:28])=[CH:25][CH:24]=2)[C:3](=[O:33])[CH:2]=1 |f:3.4.5|. Procedure: In a 25 mL round bottom flask was added, at room temperature, a solution of methyl 4-{[3-bromo-4-[(2,4-difluorobenzyl)oxy]-2-oxoquinolin-1(2H)-yl]methyl}benzoate (step 2) (120 mg, 0.233 mmol) in MeOH (3.0 mL). Next, a combination of Pd on carbon (10% Pd, weight by weight 50% water, 100 mg, 0.047 mmol) and Pd(OAc)2 (15 mg, 0.067 mmol) was added to the reaction vessel that purged with argon and then fitted with a septum. The vessel was then equipped with a 2.0 L hydrogen balloon (c.a. 20 psi). The... Reported procedure: 31.4 g (0.2 mole) of (dimethylamino)ethyl methacrylate was introduced into a 250 ml three-neck flask equipped with ice-bath, thermometer, refluxing condenser, dropping funnel and magnetic stirring bar. The compound was stirred and then the temperature thereof was lowered to -10° C. 25 g (0.2 mole) of bromoethanol was added dropwise thereto over 30 minutes while maintaining the temperature of the contents at 0° C. or less. After the addition was complete the reaction mixture was stirred for 24 ho... The product is [Br-].C(C(=C)C)(=O)OCC[N+](CCO)(C)C (methacryloxyethyldimethyl(hydroxyethyl) ammonium bromide). Reaction SMILES: [C:1]([O:6][CH2:7][CH2:8][N:9]([CH3:11])[CH3:10])(=[O:5])[C:2]([CH3:4])=[CH2:3].[Br:12][CH:13]([OH:15])C.[C:16](OCC)(=O)C>>[Br-:12].[C:1]([O:6][CH2:7][CH2:8][N+:9]([CH3:16])([CH3:11])[CH2:10][CH2:13][OH:15])(=[O:5])[C:2]([CH3:4])=[CH2:3] |f:3.4|. Starting materials: C(C(=C)C)(=O)OCCN(C)C ((dimethylamino)ethyl methacrylate), BrC(C)O (bromoethanol), C(C)(=O)OCC (ethyl acetate). Yield: 96.0%. The reactants are C(C)OC(=O)C=1C2=C(N=C(C1)Br)N(N=C2C)C2OCCCC2 (6-bromo-3-methyl-1-(tetrahydro-pyran-2-yl)-1H-pyrazolo[3,4-b]pyridine-4-carboxylic acid ethyl ester), C(C1=CC=CC=C1)OC1=CC=C(C=C1)B(O)O (4-benzyloxy-phenylboronic acid). Procedure: In analogy to Example 1 step (c) the title compound was synthesized starting from 6-bromo-3-methyl-1-(tetrahydro-pyran-2-yl)-1H-pyrazolo[3,4-b]pyridine-4-carboxylic acid ethyl ester and 4-benzyloxy-phenylboronic acid. Reaction SMILES: C([O:3][C:4]([C:6]1[C:7]2[C:15]([CH3:16])=[N:14][N:13]([CH:17]3[CH2:22][CH2:21][CH2:20][CH2:19][O:18]3)[C:8]=2[N:9]=[C:10](Br)[CH:11]=1)=[O:5])C.[CH2:23]([O:30][C:31]1[CH:36]=[CH:35][C:34](B(O)O)=[CH:33][CH:32]=1)[C:24]1[CH:29]=[CH:28][CH:27]=[CH:26][CH:25]=1>>[CH2:23]([O:30][C:31]1[CH:36]=[CH:35][C:34]([C:10]2[CH:11]=[C:6]([C:4]([OH:3])=[O:5])[C:7]3[C:15]([CH3:16])=[N:14][N:13]([CH:17]4[CH2:22][CH2:21][CH2:20][CH2:19][O:18]4)[C:8]=3[N:9]=2)=[CH:33][CH:32]=1)[C:24]1[CH:29]=[CH:28][CH:27]=[CH:26][CH:25]=1. The product is C(C1=CC=CC=C1)OC1=CC=C(C=C1)C=1C=C(C2=C(N1)N(N=C2C)C2OCCCC2)C(=O)O (6-(4-Benzyloxy-phenyl)-3-methyl-1-(tetrahydro-pyran-2-yl)-1H-pyrazolo[3,4-b]pyridine-4-carboxylic acid). Reactants: CCC(CC)C(=O)Cl, CCOC(C)=O, ClCCCl, O, CCOC(=O)c1cccc(NC(=O)NC2CNc3ccc(C)cc3N(CC(=O)c3ccccc3C)C2=O)c1, c1ccncc1. Yields the product CCOC(=O)c1cccc(NC(=O)NC2CN(C(=O)C(CC)CC)c3ccc(C)cc3N(CC(=O)c3ccccc3C)C2=O)c1. Reaction SMILES: [CH2:39]([CH3:40])[CH:41]([C:42](=[O:43])[Cl:44])[CH2:45][CH3:46].[CH3:58][CH2:59][O:60][C:61](=[O:62])[CH3:63].[Cl:54][CH2:55][CH2:56][Cl:57].[OH2:53].[c:1]1([CH3:38])[c:2]([C:7](=[O:8])[CH2:9][N:10]2[C:11](=[O:37])[CH:12]([NH:22][C:23](=[O:24])[NH:25][c:26]3[cH:27][c:28]([C:32](=[O:33])[O:34][CH2:35][CH3:36])[cH:29][cH:30][cH:31]3)[CH2:13][NH:14][c:15]3[c:16]2[cH:17][c:18]([CH3:21])[cH:19][cH:20]3)[cH:3][cH:4][cH:5][cH:6]1.[cH:47]1[cH:48][cH:49][n:50][cH:51][cH:52]1>>[c:1]1([CH3:38])[c:2]([C:7](=[O:8])[CH2:9][N:10]2[C:11](=[O:37])[CH:12]([NH:22][C:23](=[O:24])[NH:25][c:26]3[cH:27][c:28]([C:32](=[O:33])[O:34][CH2:35][CH3:36])[cH:29][cH:30][cH:31]3)[CH2:13][N:14]([C:42]([CH:41]([CH2:39][CH3:40])[CH2:45][CH3:46])=[O:43])[c:15]3[c:16]2[cH:17][c:18]([CH3:21])[cH:19][cH:20]3)[cH:3][cH:4][cH:5][cH:6]1.